This data is from the Open Reaction Database (ORD), a public repository of structured organic reaction records. The task is: describe an organic reaction: reactants, conditions, products, and yield Reactants: O[C@H](C)[C@@H]1[C@@H]2N(C(=C([C@@H]2C)S\C=C/C2=C(N=CS2)CO)C(=O)[O-])C1=O.[Na+] (sodium (1R,5S,6S)-6-((1R)-1-hydroxyethyl)-2-[[(Z)-2-(4-hydroxymethylthiazol-5-yl)ethen-1-yl]thio]-1-methyl-1-carbapen-2-em-3-carboxylate), ICCCCCC (1-iodohexane). Yields the product O[C@H](C)[C@@H]1[C@@H]2N(C(=C([C@@H]2C)S\C=C/C2=C(N=CS2)CO)C(=O)OCCCCCC)C1=O (Hexan-1-yl (1R,5S,6S)-6-((1R)-1-hydroxyethyl)-2-[[(Z)-2-(4-hydroxymethylthiazol-5-yl)ethen-1-yl]thio]-1-methyl-1-carbapen-2-em-3-carboxylate). As a reaction SMILES: [OH:1][C@@H:2]([C@H:4]1[C:24](=[O:25])[N:6]2[C:7]([C:21]([O-:23])=[O:22])=[C:8]([S:11]/[CH:12]=[CH:13]\[C:14]3[S:18][CH:17]=[N:16][C:15]=3[CH2:19][OH:20])[C@H:9]([CH3:10])[C@H:5]12)[CH3:3].[Na+].I[CH2:28][CH2:29][CH2:30][CH2:31][CH2:32][CH3:33]>>[OH:1][C@@H:2]([C@H:4]1[C:24](=[O:25])[N:6]2[C:7]([C:21]([O:23][CH2:28][CH2:29][CH2:30][CH2:31][CH2:32][CH3:33])=[O:22])=[C:8]([S:11]/[CH:12]=[CH:13]\[C:14]3[S:18][CH:17]=[N:16][C:15]=3[CH2:19][OH:20])[C@H:9]([CH3:10])[C@H:5]12)[CH3:3] |f:0.1|. Procedure: In the same manner as in Example 81, 162 mg of the title compound was prepared from 218 mg of sodium (1R,5S,6S)-6-((1R)-1-hydroxyethyl)-2-[[(Z)-2-(4-hydroxymethylthiazol-5-yl)ethen-1-yl]thio]-1-methyl-1-carbapen-2-em-3-carboxylate and 0.095 ml of 1-iodohexane. Starting materials: Brc1ccc(-c2ccccc2)cc1, N#CC1CN2CCC1CC2, CCCCCC, [Li]C(C)CC, Cl, C1CCOC1. The product is Cl, O=C(c1ccc(-c2ccccc2)cc1)C1CN2CCC1CC2. Reaction SMILES: [Br:6][c:7]1[cH:8][cH:9][c:10](-[c:13]2[cH:14][cH:15][cH:16][cH:17][cH:18]2)[cH:11][cH:12]1.[C:19](#[N:20])[CH:21]1[CH2:22][N:23]2[CH2:24][CH2:25][CH:26]1[CH2:27][CH2:28]2.[CH3:35][CH2:36][CH2:37][CH2:38][CH2:39][CH3:40].[CH:1]([Li:2])([CH2:3][CH3:4])[CH3:5].[ClH:29].[O:30]1[CH2:31][CH2:32][CH2:33][CH2:34]1>>[ClH:29].[c:7]1([C:19]([CH:21]2[CH2:22][N:23]3[CH2:24][CH2:25][CH:26]2[CH2:27][CH2:28]3)=[O:30])[cH:8][cH:9][c:10](-[c:13]2[cH:14][cH:15][cH:16][cH:17][cH:18]2)[cH:11][cH:12]1. Starting materials: C(C)OC1=CC(=C(C=C1)N1CCN(CC1)C(=O)OC(C)(C)C)F (4-(4-Ethoxy-2-fluoro-phenyl)-piperazine-1-carboxylic acid, tert.-butyl ester). Solvent: C(Cl)Cl (CH2Cl2), C(=O)(C(F)(F)F)O (TFA). Run at time 1 hour. Yields the product C(C)OC1=CC(=C(C=C1)N1CCNCC1)F (1-(4-ethoxy-2-fluoro-phenyl)-piperazine). RXN SMILES: [CH2:1]([O:3][C:4]1[CH:9]=[CH:8][C:7]([N:10]2[CH2:15][CH2:14][N:13](C(OC(C)(C)C)=O)[CH2:12][CH2:11]2)=[C:6]([F:23])[CH:5]=1)[CH3:2]>C(Cl)Cl.C(O)(C(F)(F)F)=O>[CH2:1]([O:3][C:4]1[CH:9]=[CH:8][C:7]([N:10]2[CH2:15][CH2:14][NH:13][CH2:12][CH2:11]2)=[C:6]([F:23])[CH:5]=1)[CH3:2]. Procedure: To a solution of 4-(4-Ethoxy-2-fluoro-phenyl)-piperazine-1-carboxylic acid, tert.-butyl ester (12 mmol) in CH2Cl2 (150 ml), TFA (29 ml) is added at 0° C. The reaction mixture is stirred at room temperature for 1 h. The solvent is removed by evaporation and dried to give crude product, 1-(4-ethoxy-2-fluoro-phenyl)-piperazine. To the crude product in DMF (50 ml), potassium carbonate (30 mmol) is successively added at 0° C. The mixture is stirred at 0° C. for 15 min. 6-Bromomethyl-7-(2,2-dimethyl-p... The reactants are BrC=1C=CC(=C(C1)CC#N)F ((5-Bromo-2-fluoro-phenyl)-acetonitrile), C(C)(=O)O (acetic acid), S(O)(O)(=O)=O (sulfuric acid). Solvent: O (H2O). Product: BrC=1C=CC(=C(C1)CC(=O)O)F ((5-Bromo-2-fluoro-phenyl)-acetic acid). As a reaction SMILES: [Br:1][C:2]1[CH:3]=[CH:4][C:5]([F:11])=[C:6](CC#N)[CH:7]=1.[C:12]([OH:15])(=[O:14])[CH3:13].S(=O)(=O)(O)O>O>[Br:1][C:2]1[CH:7]=[CH:6][C:5]([F:11])=[C:4]([CH2:13][C:12]([OH:15])=[O:14])[CH:3]=1. Reported procedure: (5-Bromo-2-fluoro-phenyl)-acetonitrile (0.5 g, 2.3 mmol) was treated with acetic acid (2 mL) and sulfuric acid (2 mL) in H2O (2 mL) at 95° C. for 5 hours. Aqueous worked-up afforded the title compound. Reactants: C(=O)([O-])[O-].[Na+].[Na+] (Na2CO3), BrCC1=C(C(=O)OCC)C=CC(=C1)C(C)(C)C (Ethyl 2-(Bromomethyl)-4-tert-butylbenzoate), NC=1C(=C(C=CC1)C=1N=C(C(N(C1)C)=O)NC1=CC=C(C=C1)C(=O)N1CCOCC1)C (5-(3-Amino-2-methylphenyl)-1-methyl-3-[4-(morpholine-4-carbonyl)-phenylamino]-1H-pyrazin-2-one), C(C)(C)N(CC)C(C)C (diisopropyethylamine). The solvent is CCO (EtOH). Reaction conditions: temperature 100 celsius, time 16 hour. The product is C(C)(C)(C)C1=CC(=C(C(=O)OCC)C=C1)CNC1=C(C(=CC=C1)C=1N=C(C(N(C1)C)=O)NC1=CC=C(C=C1)C(=O)N1CCOCC1)C (Ethyl 4-tert-Butyl-2-((2-methyl-3-(4-methyl-6-(4-(morpholine-4-carbonyl)phenyl amino)-5-oxo-4,5-dihydropyrazin-2yl)phenylamino)methyl)benzoate). RXN SMILES: Br[CH2:2][C:3]1[CH:13]=[C:12]([C:14]([CH3:17])([CH3:16])[CH3:15])[CH:11]=[CH:10][C:4]=1[C:5]([O:7][CH2:8][CH3:9])=[O:6].[NH2:18][C:19]1[C:20]([CH3:48])=[C:21]([C:25]2[N:26]=[C:27]([NH:33][C:34]3[CH:39]=[CH:38][C:37]([C:40]([N:42]4[CH2:47][CH2:46][O:45][CH2:44][CH2:43]4)=[O:41])=[CH:36][CH:35]=3)[C:28](=[O:32])[N:29]([CH3:31])[CH:30]=2)[CH:22]=[CH:23][CH:24]=1.C(N(C(C)C)CC)(C)C.C([O-])([O-])=O.[Na+].[Na+]>CCO>[C:14]([C:12]1[CH:11]=[CH:10][C:4]([C:5]([O:7][CH2:8][CH3:9])=[O:6])=[C:3]([CH2:2][NH:18][C:19]2[CH:24]=[CH:23][CH:22]=[C:21]([C:25]3[N:26]=[C:27]([NH:33][C:34]4[CH:35]=[CH:36][C:37]([C:40]([N:42]5[CH2:47][CH2:46][O:45][CH2:44][CH2:43]5)=[O:41])=[CH:38][CH:39]=4)[C:28](=[O:32])[N:29]([CH3:31])[CH:30]=3)[C:20]=2[CH3:48])[CH:13]=1)([CH3:17])([CH3:16])[CH3:15] |f:3.4.5|. Procedure details: A 48-mL sealed tube equipped with a magnetic stirring bar was charged with bromide 101c (120 mg, 0.4 mmol), aniline 101g (168 mg, 0.4 mmol), diisopropyethylamine (0.08 mL, 0.48 mmol) in EtOH (3 mL). After the mixture was stirred at 100° C. for 16 h, aqueous Na2CO3 (5 mL) was added. The aqueous phase was extracted with EtOAc (2×5 mL), and the combined organic extracts were washed with brine (5 mL), dried with Na2SO4 and concentrated. The residue was chromatographed with (gradient, 50%-100% EtOAc/...